Dataset: the Open Reaction Database (ORD), a public repository of structured organic reaction records. Task: describe an organic reaction: reactants, conditions, products, and yield Reactants: C(C1=CC=CC=C1)NC1=CC(=CC(=N1)C1=NC=CC=C1)C=1C=NC=C(C1)C1=CC(=CC=C1)OC (Benzyl-[5″-(3-methoxy-phenyl)-[2,2′;4′,3″]terpyridin-6′-yl]-amine), COC=1C=C(C=CC1)B(O)O (3-methoxyphenylboronic acid), B(O)O (boronic acid). The product is C(C1=CC=CC=C1)NC1=CC(=CC(=N1)C1=NC=CC=C1)C=1C=NC=C(C1)C=1C=C(C=CC1)O (3-(6′-Benzylamino-[2,2′;4′,3″]terpyridin-5″-yl)-phenol). Reaction SMILES: [CH2:1]([NH:8][C:9]1[N:14]=[C:13]([C:15]2[CH:20]=[CH:19][CH:18]=[CH:17][N:16]=2)[CH:12]=[C:11]([C:21]2[CH:22]=[N:23][CH:24]=[C:25]([C:27]3[CH:32]=[CH:31][CH:30]=[C:29]([O:33]C)[CH:28]=3)[CH:26]=2)[CH:10]=1)[C:2]1[CH:7]=[CH:6][CH:5]=[CH:4][CH:3]=1.COC1C=C(B(O)O)C=CC=1.B(O)O>>[CH2:1]([NH:8][C:9]1[N:14]=[C:13]([C:15]2[CH:20]=[CH:19][CH:18]=[CH:17][N:16]=2)[CH:12]=[C:11]([C:21]2[CH:22]=[N:23][CH:24]=[C:25]([C:27]3[CH:28]=[C:29]([OH:33])[CH:30]=[CH:31][CH:32]=3)[CH:26]=2)[CH:10]=1)[C:2]1[CH:7]=[CH:6][CH:5]=[CH:4][CH:3]=1. Procedure details: This compound is prepared analogously to Benzyl-[5″-(3-methoxy-phenyl)-[2,2′;4′,3″]terpyridin-6′-yl]-amine (Example 2.43) by 3-methoxyphenylboronic acid with the appropriate boronic acid. Starting materials: C1(CC1)C1=NN=C(S1)N1C(N(CCC1O)C)=O (Tetrahydro-1-(5-cyclopropyl-1,3,4-thiadiazol-2-yl)-3-methyl-6-hydroxy-2(1H)-pyrimidinone), ClC(=O)OC (methyl chloroformate). The solvent is N1=CC=CC=C1 (pyridine), N1=CC=CC=C1 (pyridine). Reaction conditions: time 15 minute. Product: C1(CC1)C1=NN=C(S1)N1C(N(CCC1OC(=O)OC)C)=O (tetrahydro-1-(5-cyclopropyl-1,3,4-thiadiazol-2-yl) -3-methyl-6-methoxycarbonyloxy-2(1H)-pyrimidinone). As a reaction SMILES: [CH:1]1([C:4]2[S:8][C:7]([N:9]3[CH:14]([OH:15])[CH2:13][CH2:12][N:11]([CH3:16])[C:10]3=[O:17])=[N:6][N:5]=2)[CH2:3][CH2:2]1.Cl[C:19]([O:21][CH3:22])=[O:20]>N1C=CC=CC=1>[CH:1]1([C:4]2[S:8][C:7]([N:9]3[CH:14]([O:15][C:19]([O:21][CH3:22])=[O:20])[CH2:13][CH2:12][N:11]([CH3:16])[C:10]3=[O:17])=[N:6][N:5]=2)[CH2:2][CH2:3]1. Procedure details: Tetrahydro-1-(5-cyclopropyl-1,3,4-thiadiazol-2-yl)-3-methyl-6-hydroxy-2(1H)-pyrimidinone (0.05 mole) dissolved in pyridine (80 ml) is charged into a glass reaction vessel equipped with a mechanical stirrer and thermometer. The solution is cooled to a temperature of about 10° C and methyl chloroformate (0.06 mole) dissolved in pyridine (25 ml) is slowly added with stirring over a period of about 15 minutes. After the addition is completed, the reaction mixture is warmed to room temperature and is... Reactants: CC(C)C(=O)Nc1cccc(C2CCN(CCCN)CC2)c1, O=C(Cl)c1csc2ccccc12. The product is CC(C)C(=O)Nc1cccc(C2CCN(CCCNC(=O)c3csc4ccccc34)CC2)c1. RXN SMILES: [NH2:1][CH2:2][CH2:3][CH2:4][N:5]1[CH2:6][CH2:7][CH:8]([c:11]2[cH:12][c:13]([NH:17][C:18]([CH:19]([CH3:20])[CH3:21])=[O:22])[cH:14][cH:15][cH:16]2)[CH2:9][CH2:10]1.[s:23]1[cH:24][c:25]([C:32](=[O:33])[Cl:34])[c:26]2[c:27]1[cH:28][cH:29][cH:30][cH:31]2>>[NH:1]([CH2:2][CH2:3][CH2:4][N:5]1[CH2:6][CH2:7][CH:8]([c:11]2[cH:12][c:13]([NH:17][C:18]([CH:19]([CH3:20])[CH3:21])=[O:22])[cH:14][cH:15][cH:16]2)[CH2:9][CH2:10]1)[C:32]([c:25]1[cH:24][s:23][c:27]2[c:26]1[cH:31][cH:30][cH:29][cH:28]2)=[O:33]. The reactants are C(C)(=O)[O-].[Na+] (sodium acetate), C(C)(=O)OC(C)=O (acetic acid anhydride), C1[C@H]([C@@H]2[C@H](O1)[C@H](CO2)O)O (isosorbide), C(C)(=O)[O-].[Na+] (sodium acetate), residue. Solvent: C(C)(=O)O (acetic acid). The product is CC(=O)O[C@H]1CO[C@H]2[C@@H]1OC[C@H]2O (isosorbide-2-acetate). As a reaction SMILES: [C:1]([O:4][C:5](=[O:7])[CH3:6])(=O)[CH3:2].[CH2:8]1[O:12][C@@H:11]2[C@@H](O)C[O:15][C@@H:10]2[C@@H:9]1[OH:17].C([O-])(=O)C.[Na+]>C(O)(=O)C>[CH3:6][C:5]([O:4][C@@H:1]1[C@H:11]2[O:12][CH2:8][C@@H:9]([OH:17])[C@H:10]2[O:15][CH2:2]1)=[O:7] |f:2.3|. Procedure details: At approx. 100° C., 102 g (1 mol) of acetic acid anhydride are added to 146 g (1 mol) of isosorbide and 1 g of sodium acetate. This mixture is heated for half an hour under reflux and the acetic acid formed is then removed under a water-pump vacuum up to a sump temperature of approx. 140° C. An analysis of the residue shows that isosorbide, isosorbide-2-acetate, isosorbide-5-acetate and isosorbide-2,5-diacetate are present in approximately equal proportions. By the following transacylation and d...